From a dataset of the Open Reaction Database (ORD), a public repository of structured organic reaction records. describe an organic reaction: reactants, conditions, products, and yield Reactants: CCOC(C)=O, COC(=O)C1CCc2c(OC)cccc2C1=O, CO. The product is COC(=O)C1CCc2c(OC)cccc2C1O. As a reaction SMILES: [CH3:18][CH2:19][O:20][C:21](=[O:22])[CH3:23].[CH3:1][O:2][c:3]1[c:4]2[c:9]([cH:10][cH:11][cH:12]1)[C:8](=[O:13])[CH:7]([C:14](=[O:15])[O:16][CH3:17])[CH2:6][CH2:5]2.[CH3:24][OH:25]>>[CH3:1][O:2][c:3]1[c:4]2[c:9]([cH:10][cH:11][cH:12]1)[CH:8]([OH:13])[CH:7]([C:14](=[O:15])[O:16][CH3:17])[CH2:6][CH2:5]2. Starting materials: C(#N)C=1C(NC(N(C1)C1=C(C=CC=C1C)C)=O)=O (5-cyano-1-(2,6-dimethylphenyl)uracil), [OH-].[Na+] (NaOH), Cl (HCl). Product: C(N)(=O)C=1C(NC(N(C1)C1=C(C=CC=C1C)C)=O)=O (5-carbamoyl-1-(2,6-dimethylphenyl)uracil). Reaction SMILES: [C:1]([C:3]1[C:4](=[O:18])[NH:5][C:6](=[O:17])[N:7]([C:9]2[C:14]([CH3:15])=[CH:13][CH:12]=[CH:11][C:10]=2[CH3:16])[CH:8]=1)#[N:2].Cl.[OH-:20].[Na+]>>[C:1]([C:3]1[C:4](=[O:18])[NH:5][C:6](=[O:17])[N:7]([C:9]2[C:14]([CH3:15])=[CH:13][CH:12]=[CH:11][C:10]=2[CH3:16])[CH:8]=1)(=[O:20])[NH2:2] |f:2.3|. Reported procedure: A mixture of 5-cyano-1-(2,6-dimethylphenyl)uracil (0.01 mol) and 50 ml of NaOH (2.5 N) is heated for 2 hours at about 90°. After cooling, a small amount of dilute HCl is added to precipitate product. The mixture is filtered and the collected precipitate washed with water to yield 5-carbamoyl-1-(2,6-dimethylphenyl)uracil. Reactants: [N+](=O)([O-])C1=CC=C2C=CNC2=C1 (6-nitro-1H-indole), C([O-])([O-])=O.[Cs+].[Cs+] (cesium carbonate), C(C)OC(C1=CC=C(C=C1)F)=O (4-fluoro benzoic acid ethyl ester), O (water). The solvent is CN(C=O)C (N,N-dimethylformamide). Reaction conditions: temperature 75 celsius, time 8 hour. Yields the product C(C)OC(C1=CC=C(C=C1)N1C=CC2=CC=C(C=C12)[N+](=O)[O-])=O (4-(6-Nitroindol-1-yl) benzoic acid ethyl ester). Yield: 66.9%. As a reaction SMILES: [N+:1]([C:4]1[CH:12]=[C:11]2[C:7]([CH:8]=[CH:9][NH:10]2)=[CH:6][CH:5]=1)([O-:3])=[O:2].C(=O)([O-])[O-].[Cs+].[Cs+].[CH2:19]([O:21][C:22](=[O:30])[C:23]1[CH:28]=[CH:27][C:26](F)=[CH:25][CH:24]=1)[CH3:20].O>CN(C)C=O>[CH2:19]([O:21][C:22](=[O:30])[C:23]1[CH:28]=[CH:27][C:26]([N:10]2[C:11]3[C:7](=[CH:6][CH:5]=[C:4]([N+:1]([O-:3])=[O:2])[CH:12]=3)[CH:8]=[CH:9]2)=[CH:25][CH:24]=1)[CH3:20] |f:1.2.3|. Reported procedure: To a solution of 6-nitro-1H-indole (0.5 g) in N,N-dimethylformamide (10 mL) were added cesium carbonate (1.2 g) and 4-fluoro benzoic acid ethyl ester (0.62 g), and this mixture was stirred at 75° C. overnight. This reaction mixture was poured into water and the precipitated solid was collected by filtration, and washed with water and n-hexane, dried under reduced pressure to give the title compound (0.64 g). The reactants are C(C1=CC=CC=C1)OC=1C=C2C=C(NC2=CC1)C(=O)OCC (ethyl 5-benzyloxyindole-2-carboxylate), C(C)(C)(C)OC(=O)N1S(O[C@@H](C1)C)(=O)=O ((R)-5-methyl-2,2-dioxo-[1,2,3]oxathiazolidine-3-carboxylic acid tert-butyl ester), CC(C)([O-])C.[K+] (potassium tert-butoxide). Product: C(C)OC(=O)C=1N(C2=CC=C(C=C2C1)OCC1=CC=CC=C1)[C@H](CNC(=O)OC(C)(C)C)C (5-Benzyloxy-1-((S)-2-tert-butoxycarbonylamino-1-methyl-ethyl)-1H-indole-2-carboxylic Acid Ethyl Ester). Yield: 100.0%. Reaction SMILES: [CH2:1]([O:8][C:9]1[CH:10]=[C:11]2[C:15](=[CH:16][CH:17]=1)[NH:14][C:13]([C:18]([O:20][CH2:21][CH3:22])=[O:19])=[CH:12]2)[C:2]1[CH:7]=[CH:6][CH:5]=[CH:4][CH:3]=1.[C:23]([O:27][C:28]([N:30]1[CH2:34][C@@H:33]([CH3:35])OS1(=O)=O)=[O:29])([CH3:26])([CH3:25])[CH3:24].CC(C)([O-])C.[K+]>>[CH2:21]([O:20][C:18]([C:13]1[N:14]([C@@H:33]([CH3:35])[CH2:34][NH:30][C:28]([O:27][C:23]([CH3:26])([CH3:25])[CH3:24])=[O:29])[C:15]2[C:11]([CH:12]=1)=[CH:10][C:9]([O:8][CH2:1][C:2]1[CH:3]=[CH:4][CH:5]=[CH:6][CH:7]=1)=[CH:17][CH:16]=2)=[O:19])[CH3:22] |f:2.3|. Procedure details: The title compound was synthesized in analogy to example 8, intermediate a), from ethyl 5-benzyloxyindole-2-carboxylate (commercially available), (R)-5-methyl-2,2-dioxo-[1,2,3]oxathiazolidine-3-carboxylic acid tert-butyl ester (prepared according to WO02/010169) and potassium tert-butoxide, to give the desired compound as a yellow solid (100%). Reactants: FC1=C(C=CC(=C1)O[SiH2]C(CCC)(C)C)C#CI (1-(2-fluoro-4-dimethylbutylsilyloxyphenyl)-2-iodoethyne), [Cu](C#N)C#N (copper cyanide), [Br-].[Li+] (lithium bromide), Cl (hydrochloric acid), ferric chloride. Run in O1CCCC1 (tetrahydrofuran). Yields the product FC1=C(C=CC(=C1)O)C#CC#N (2-fluoro-4-hydroxyphenylpropiolonitrile). RXN SMILES: [F:1][C:2]1[CH:7]=[C:6]([O:8][SiH2]C(C)(C)CCC)[CH:5]=[CH:4][C:3]=1[C:16]#[C:17]I.[Cu](C#N)[C:20]#[N:21].[Br-].[Li+].Cl>O1CCCC1>[F:1][C:2]1[CH:7]=[C:6]([OH:8])[CH:5]=[CH:4][C:3]=1[C:16]#[C:17][C:20]#[N:21] |f:2.3|. Procedure details: To a solution of 25 mmol of 1-(2-fluoro-4-dimethylbutylsilyloxyphenyl)-2-iodoethyne in 50 ml of tetrahydrofuran were added copper cyanide and lithium bromide and the solution was reacted under reflux heating for 3 hours. After completion of the reaction, the solution was poured into a hydrochloric acid solution of ferric chloride and extracted with toluene. The organic layer was dried over anhydrous magnesium sulfate and concentrated under reduced pressure to afford 20 mmol of 2-fluoro-4-hydroxy... Reactants: CCO, CCOC(=O)c1ccc(C#Cc2ccc(C3(OC(C)C)CC3)c(C)c2)cc1, [Na+], C1CCOC1, [OH-]. Product: Cc1cc(C#Cc2ccc(C(=O)O)cc2)ccc1C1(OC(C)C)CC1. Reaction SMILES: [CH3:30][CH2:31][OH:32].[CH:1]([CH3:2])([CH3:3])[O:4][C:5]1([c:8]2[c:9]([CH3:27])[cH:10][c:11]([C:14]#[C:15][c:16]3[cH:17][cH:18][c:19]([C:20](=[O:21])[O:22][CH2:23][CH3:24])[cH:25][cH:26]3)[cH:12][cH:13]2)[CH2:6][CH2:7]1.[Na+:29].[O:33]1[CH2:34][CH2:35][CH2:36][CH2:37]1.[OH-:28]>>[CH:1]([CH3:2])([CH3:3])[O:4][C:5]1([c:8]2[c:9]([CH3:27])[cH:10][c:11]([C:14]#[C:15][c:16]3[cH:17][cH:18][c:19]([C:20](=[O:21])[OH:22])[cH:25][cH:26]3)[cH:12][cH:13]2)[CH2:6][CH2:7]1. Starting materials: C(C)(=O)[O-].[K+] (potassium acetate), C(C(=O)O)(=O)O.C(C)NN (ethylhydrazine oxalate), CC(C)([O-])C.[Na+] (sodium tert-butoxide), C(C(=O)OCC)(=O)OCC (diethyl oxalate), ClCCCCC(C)=O (6-chloro-2-hexanone). Run in C(C)(=O)O (acetic acid), C(C)O (ethanol), C(C)O (ethanol). Reaction conditions: time 1 hour. Product: ClCCCCC1=CC(=NN1CC)C(=O)OCC (ethyl 5-(4-chlorobutyl)-1-ethyl-1H-pyrazole-3-carboxylate). Reaction SMILES: CC(C)([O-])C.[Na+].[C:7]([O:14][CH2:15][CH3:16])(=[O:13])[C:8](OCC)=O.[Cl:17][CH2:18][CH2:19][CH2:20][CH2:21][C:22](=O)[CH3:23].C([O-])(=O)C.[K+].C(O)(=O)C(O)=O.[CH2:36]([NH:38][NH2:39])[CH3:37]>C(O)C.C(O)(=O)C>[Cl:17][CH2:18][CH2:19][CH2:20][CH2:21][C:22]1[N:38]([CH2:36][CH3:37])[N:39]=[C:8]([C:7]([O:14][CH2:15][CH3:16])=[O:13])[CH:23]=1 |f:0.1,4.5,6.7|. Procedure: Under a nitrogen atmosphere, a mixture sodium tert-butoxide (39.0 g, 0.406 mol) and ethanol (135 mL) was stirred for 30 minutes; most of the solid was dissolved. A solution of diethyl oxalate (25.6 mL, 0.189 mol) and 6-chloro-2-hexanone (25.6 mL, 0.189 mol) in ethanol (20 mL) was added over a period of 20 minutes. The reaction was stirred at ambient temperature for one hour, and potassium acetate (28.0 g, 283 mmol) and acetic acid (95 mL of 2 M) were sequentially added. The reaction was cooled t... Reactants: C(=O)(C(F)(F)F)O (TFA), COC1=CC=C(CN(C2=NC=C3C=C(C(N(C3=C2)C)=O)C2=C(C=CC(=C2)N)Cl)C)C=C1 (7-((4-methoxybenzyl)(methyl)amino)-3-(5-amino-2-chlorophenyl)-1-methyl-1,6-naphthyridin-2(1H)-one). The solvent is C(Cl)Cl (DCM). Yields the product NC=1C=CC(=C(C1)C=1C(N(C2=CC(=NC=C2C1)NC)C)=O)Cl (3-(5-amino-2-chlorophenyl)-1-methyl-7-(methylamino)-1,6-naphthyridin-2(1H)-one). Yield: 58.7%. RXN SMILES: C(O)(C(F)(F)F)=O.COC1C=CC([CH2:14][N:15](C)[C:16]2[CH:25]=[C:24]3[C:19]([CH:20]=[C:21]([C:28]4[CH:33]=[C:32]([NH2:34])[CH:31]=[CH:30][C:29]=4[Cl:35])[C:22](=[O:27])[N:23]3[CH3:26])=[CH:18][N:17]=2)=CC=1>C(Cl)Cl>[NH2:34][C:32]1[CH:31]=[CH:30][C:29]([Cl:35])=[C:28]([C:21]2[C:22](=[O:27])[N:23]([CH3:26])[C:24]3[C:19]([CH:20]=2)=[CH:18][N:17]=[C:16]([NH:15][CH3:14])[CH:25]=3)[CH:33]=1. Procedure: TFA (10 mL, 134 mmol) was added to a solution of 7-((4-methoxybenzyl)(methyl)amino)-3-(5-amino-2-chlorophenyl)-1-methyl-1,6-naphthyridin-2(1H)-one (4 g, 9.2 mmol) in DCM (50 mL) and heated to reflux for 3 h. The reaction mixture was concentrated under reduced pressure, dissolved in HCl, washed with EtOAc (3×), neutralized with satd. Na2CO3 and extracted with EtOAc (3×). The combined extracts were washed with brine, dried over Na2SO4, concentrated under reduced pressure and purified by chromatogr...